From a dataset of the Open Reaction Database (ORD), a public repository of structured organic reaction records. describe an organic reaction: reactants, conditions, products, and yield Starting materials: ClC=1C=C2N=C3C=CC(=CC3=C(C2=CC1)Cl)F (6,9-dichloro-2-fluoroacridine), C(C)N1CCC(CC1)N (1-ethylpiperidin-4-amine). Yields the product ClC=1C=C2N=C3C=CC(=CC3=C(C2=CC1)NC1CCN(CC1)CC)F (6-Chloro-N-(1-ethylpiperidin-4-yl)-2-fluoroacridin-9-amine). As a reaction SMILES: [Cl:1][C:2]1[CH:3]=[C:4]2[C:13](=[CH:14][CH:15]=1)[C:12](Cl)=[C:11]1[C:6]([CH:7]=[CH:8][C:9]([F:17])=[CH:10]1)=[N:5]2.[CH2:18]([N:20]1[CH2:25][CH2:24][CH:23]([NH2:26])[CH2:22][CH2:21]1)[CH3:19]>>[Cl:1][C:2]1[CH:3]=[C:4]2[C:13](=[CH:14][CH:15]=1)[C:12]([NH:26][CH:23]1[CH2:24][CH2:25][N:20]([CH2:18][CH3:19])[CH2:21][CH2:22]1)=[C:11]1[C:6]([CH:7]=[CH:8][C:9]([F:17])=[CH:10]1)=[N:5]2. Reported procedure: Following the general procedure of Example 1 and making non-critical variations but using 6,9-dichloro-2-fluoroacridine (J. Med. Chem. 1985, 28. 940-944) and 1-ethylpiperidin-4-amine, the title compound was obtained; MS (Found M+1=358). The reactants are FC1=C(C(=O)NC=2SC=CC2C(=O)N)C=CC=C1 (2-(2-Fluoro-benzoylamino)-thiophene-3-carboxylic acid amide), Cl (hydrochloric acid). Solvent: [OH-].[Na+] (sodium hydroxide), C(C)O (ethanol). The product is FC1=C(C=CC=C1)C=1NC(C2=C(N1)SC=C2)=O (2-(2-Fluoro-phenyl)-3H-thieno[2,3-d]pyrimidin-4-one). Isolated yield 68.0%. Reaction SMILES: [F:1][C:2]1[CH:18]=[CH:17][CH:16]=[CH:15][C:3]=1[C:4]([NH:6][C:7]1[S:8][CH:9]=[CH:10][C:11]=1[C:12]([NH2:14])=[O:13])=O.Cl>[OH-].[Na+].C(O)C>[F:1][C:2]1[CH:18]=[CH:17][CH:16]=[CH:15][C:3]=1[C:4]1[NH:14][C:12](=[O:13])[C:11]2[CH:10]=[CH:9][S:8][C:7]=2[N:6]=1 |f:2.3|. Procedure details: 2-(2-Fluoro-benzoylamino)-thiophene-3-carboxylic acid amide (8.56 g, 32.4 mmole) was dissolved in a mixture of 20 ml 1 M sodium hydroxide and 60 ml ethanol. The mixture was brought to reflux for 4 hours. The reaction mixture was cooled and poured onto ice. The solution was acidified with dilute hydrochloric acid and the product was isolated by filtration. Upon vacuum drying 5.42 g of product was obtained (Yield: 68%).